Task: describe an organic reaction: reactants, conditions, products, and yield. Dataset: the Open Reaction Database (ORD), a public repository of structured organic reaction records Starting materials: OCCCCCOCc1ccccc1, CC(C)=O. The product is O=C(O)CCCCOCc1ccccc1. Reaction SMILES: [CH2:1]([c:2]1[cH:3][cH:4][cH:5][cH:6][cH:7]1)[O:8][CH2:9][CH2:10][CH2:11][CH2:12][CH2:13][OH:14].[CH3:15][C:16]([CH3:17])=[O:18]>>[CH2:1]([c:2]1[cH:3][cH:4][cH:5][cH:6][cH:7]1)[O:8][CH2:9][CH2:10][CH2:11][CH2:12][C:13](=[O:14])[OH:18]. Reactants: CCCCCCC=C(CCCCC)C1CS1, c1ccccc1. Yields the product CCCCCCC1SCC=C1CCCCC. RXN SMILES: [S:1]1[CH2:2][CH:3]1[C:4](=[CH:5][CH2:6][CH2:7][CH2:8][CH2:9][CH2:10][CH3:11])[CH2:12][CH2:13][CH2:14][CH2:15][CH3:16].[cH:17]1[cH:18][cH:19][cH:20][cH:21][cH:22]1>>[S:1]1[CH2:2][CH:3]=[C:4]([CH2:12][CH2:13][CH2:14][CH2:15][CH3:16])[CH:5]1[CH2:6][CH2:7][CH2:8][CH2:9][CH2:10][CH3:11].